Dataset: the Open Reaction Database (ORD), a public repository of structured organic reaction records. Task: describe an organic reaction: reactants, conditions, products, and yield Starting materials: N1[C@@H](CCC1=O)C(=O)N1CSCC1C(=O)O (3-pyroglutamyl-thiazolidine-4-carboxylic acid), C(=O)(N1C=NC=C1)N1C=NC=C1 (carbonyldiimidazole), N1CCOCC1 (morpholine). Run in CN(C)C=O (DMF), CN(C)C=O (DMF), C(C)OCC (ethyl ether). Conditions: time 1 hour. The product is N1[C@@H](CCC1=O)C(=O)N1CSCC1C(=O)N1CCOCC1 (N-(3-Pyroglutamyl-thiazolidine-4-carbonyl)morpholine). Isolated yield 69.4%. Reaction SMILES: [NH:1]1[C:5](=[O:6])[CH2:4][CH2:3][C@H:2]1[C:7]([N:9]1[CH:13]([C:14]([OH:16])=O)[CH2:12][S:11][CH2:10]1)=[O:8].C(N1C=CN=C1)(N1C=CN=C1)=O.[NH:29]1[CH2:34][CH2:33][O:32][CH2:31][CH2:30]1>CN(C=O)C.C(OCC)C>[NH:1]1[C:5](=[O:6])[CH2:4][CH2:3][C@H:2]1[C:7]([N:9]1[CH:13]([C:14]([N:29]2[CH2:34][CH2:33][O:32][CH2:31][CH2:30]2)=[O:16])[CH2:12][S:11][CH2:10]1)=[O:8]. Reported procedure: 4.84 g (0.02 moles) of 3-pyroglutamyl-thiazolidine-4-carboxylic acid are suspended in 20 ml of DMF and treated with 3.25 g (0.02 mole) of carbonyldiimidazole. After no more gas is developed, 1.72 g (0.02 moles) of morpholine dissolved in 10 ml of DMF is added thereto and shaken for 1 hour. After diluting with 2 volumes of ethyl ether, the solid is filtered and water recrystallized yielding 4.35 g (70%) of product. m.p. 187°-188° C. Reactants: OCCCc1ccc(Br)cc1, BrC(Br)(Br)Br, C1CCOC1, c1ccc(P(c2ccccc2)c2ccccc2)cc1. Product: BrCCCc1ccc(Br)cc1. As a reaction SMILES: [Br:1][c:2]1[cH:3][cH:4][c:5]([CH2:8][CH2:9][CH2:10][OH:11])[cH:6][cH:7]1.[Br:31][C:32]([Br:33])([Br:34])[Br:35].[CH2:36]1[O:37][CH2:38][CH2:39][CH2:40]1.[c:12]1([P:13]([c:14]2[cH:15][cH:16][cH:17][cH:18][cH:19]2)[c:20]2[cH:21][cH:22][cH:23][cH:24][cH:25]2)[cH:26][cH:27][cH:28][cH:29][cH:30]1>>[Br:1][c:2]1[cH:3][cH:4][c:5]([CH2:8][CH2:9][CH2:10][Br:31])[cH:6][cH:7]1. Yields the product CC=1C(=NC=CC1SCCCNCCO)CSC1=NC2=C(N1)C=CC=C2 (2-((3-methyl-4-(3-(2-hydroxyethylamino)propylthio)-2-pyridyl)methylthio)-1H-benzimidazole). The reactants are O (water), C(CO)Br (ethylene bromohydrin), C([O-])([O-])=O.[K+].[K+] (potassium carbonate), CC=1C(=NC=CC1SCCCN)CSC1=NC2=C(N1)C=CC=C2 (2-((3-Methyl-4-(3-aminopropylthio)-2-pyridyl)methylthio)1H-benzimidazole). Solvent: CN(C=O)C (dimethylformamide). Reported procedure: 2-((3-Methyl-4-(3-aminopropylthio)-2-pyridyl)methylthio)1H-benzimidazole (2.0 g) was dissolved in dimethylformamide (20 ml) and thereto were added ethylene bromohydrin (0.83 g) and potassium carbonate (1.25 g). The mixture was stirred at 60°-70° C. for 2 hours. The reaction mixture was poured into water and extracted with ethyl acetate. The extract was dried over anhydrous magnesium sulfate and the solvent was distilled away under reduced pressure. The residue was subjected to column chromatogra... RXN SMILES: [CH3:1][C:2]1[C:3]([CH2:13][S:14][C:15]2[NH:19][C:18]3[CH:20]=[CH:21][CH:22]=[CH:23][C:17]=3[N:16]=2)=[N:4][CH:5]=[CH:6][C:7]=1[S:8][CH2:9][CH2:10][CH2:11][NH2:12].[CH2:24](Br)[CH2:25][OH:26].C(=O)([O-])[O-].[K+].[K+].O>CN(C)C=O>[CH3:1][C:2]1[C:3]([CH2:13][S:14][C:15]2[NH:16][C:17]3[CH:23]=[CH:22][CH:21]=[CH:20][C:18]=3[N:19]=2)=[N:4][CH:5]=[CH:6][C:7]=1[S:8][CH2:9][CH2:10][CH2:11][NH:12][CH2:24][CH2:25][OH:26] |f:2.3.4|. Run at time 2 hour. The reactants are ClC1=C(N=C2N(C1=O)C=CS2)CCl (6-Chloro-7-(chloromethyl)-5H-thiazolo[3,2-a]pyrimidin-5-one), C1(=CC=CC=C1)C (toluene), P(OC)(OC)(=S)[S-].[NH4+] (ammonium dimethyl phosphorodithioate). The solvent is CO (methanol). Run at time 6 hour. Product: P(OC)(OC)(=S)SCC=1N=C2N(C(C1Cl)=O)C=CS2 (S-[(6-Chloro-5-oxo-5H-thiazolo[3,2-a]pyrimidin-7-yl)methyl] O,O-dimethyl phosphorodithioate). As a reaction SMILES: [Cl:1][C:2]1[C:7](=[O:8])[N:6]2[CH:9]=[CH:10][S:11][C:5]2=[N:4][C:3]=1[CH2:12]Cl.C1(C)C=CC=CC=1.[P:21]([S-:27])(=[S:26])([O:24][CH3:25])[O:22][CH3:23].[NH4+]>CO>[P:21]([S:27][CH2:12][C:3]1[N:4]=[C:5]2[S:11][CH:10]=[CH:9][N:6]2[C:7](=[O:8])[C:2]=1[Cl:1])(=[S:26])([O:24][CH3:25])[O:22][CH3:23] |f:2.3|. Reported procedure: The compound of EXAMPLE 2 (7 g) and 100 ml of toluene was stirred and heated to 70°. To this mixture was added, dropwise, a solution of 14 g ammonium dimethyl phosphorodithioate in 200 ml methanol. The resulting mixture was kept at 70° for 6 hours, then the methanol was distilled off. Toluene (400 ml) was added, and the mixture was washed with water, separated, dried and evaporated under reduced pressure. The solid which remained was washed with toluene and filtered. The solid, m.p. 125°-130°, w... The reactants are [Al+3], ClCCl, COc1ccccc1, Cc1c(C(=O)Cl)cccc1[N+](=O)[O-], [Cl-], [Cl-], [Cl-], O. The product is COc1ccc(C(=O)c2cccc([N+](=O)[O-])c2C)cc1. Reaction SMILES: [Al+3:2].[CH2:27]([Cl:28])[Cl:29].[CH3:18][O:19][c:20]1[cH:21][cH:22][cH:23][cH:24][cH:25]1.[CH3:5][c:6]1[c:7]([C:8](=[O:9])[Cl:10])[cH:11][cH:12][cH:13][c:14]1[N+:15](=[O:16])[O-:17].[Cl-:1].[Cl-:3].[Cl-:4].[OH2:26]>>[CH3:5][c:6]1[c:7]([C:8](=[O:9])[c:23]2[cH:22][cH:21][c:20]([O:19][CH3:18])[cH:25][cH:24]2)[cH:11][cH:12][cH:13][c:14]1[N+:15](=[O:16])[O-:17].